This data is from the Open Reaction Database (ORD), a public repository of structured organic reaction records. The task is: describe an organic reaction: reactants, conditions, products, and yield The reactants are C1OC2=C(C(=CC(=C2O1)OC)C(=O)OC)C1=C(C(=C(C=C1C(=O)OC)OC)OC)OC (dimethyl 2',3'-methylenedioxy-2,3,4,4'-tetramethoxy-1,1'-biphenyl-6,6'-dicarboxylate), [OH-].[K+] (potassium hydroxide), Cl (hydrochloric acid). The solvent is O1CCOCC1 (dioxane). Reaction conditions: temperature 70 celsius, time 8 hour. The product is C1OC2=C(C(=CC(=C2O1)OC)C(=O)O)C1=C(C(=C(C=C1C(=O)O)OC)OC)OC (2',3'-methylenedioxy-2,3,4,4'-tetramethoxy-1,1'-biphenyl-6,6'-dicarboxylic acid). The yield is 92.1%. As a reaction SMILES: [CH2:1]1[O:9][C:8]2[C:3](=[C:4]([C:16]3[C:21]([C:22]([O:24]C)=[O:23])=[CH:20][C:19]([O:26][CH3:27])=[C:18]([O:28][CH3:29])[C:17]=3[O:30][CH3:31])[C:5]([C:12]([O:14]C)=[O:13])=[CH:6][C:7]=2[O:10][CH3:11])[O:2]1.[OH-].[K+].Cl>O1CCOCC1>[CH2:1]1[O:9][C:8]2[C:3](=[C:4]([C:16]3[C:21]([C:22]([OH:24])=[O:23])=[CH:20][C:19]([O:26][CH3:27])=[C:18]([O:28][CH3:29])[C:17]=3[O:30][CH3:31])[C:5]([C:12]([OH:14])=[O:13])=[CH:6][C:7]=2[O:10][CH3:11])[O:2]1 |f:1.2|. Procedure details: In 50 ml of dioxane was dissolved 1.3 g of dimethyl 2',3'-methylenedioxy-2,3,4,4'-tetramethoxy-1,1'-biphenyl-6,6'-dicarboxylate obtained in Example 2, and 10 mg of 5% potassium hydroxide was added to the solution. The mixture was heated at 70° C. and stirred overnight. When the pH value of the mixture was adjusted to 1 by 3N hydrochloric acid, crystals were precipitated. The precipitated crystals were recovered by filtration and recrystallized from ethanol to obtain 1.12 g of 2',3'-methylenediox... Starting materials: monomethyl oxalyl chloride, C1CCOC1 (THF), CC1=CC=C(C(=N1)NC1=CC=CC=C1)C(CCC=1C=NC(=CC1)S(=O)(=O)C)=O (1-(6-methyl-2-phenylamino-pyridin-3-yl)-3-(6-methylsulfonyl-pyridin-3-yl)-propan-1-one), CC1=CC=C(C(=N1)NC1=CC=CC=C1)C(CCC=1C=NC(=CC1)S(=O)C)=O (1-(6-methyl-2-phenylamino-pyridin-3-yl)-3-(6-methylsulfinyl-pyridin-3-yl)-propan-1-one). The solvent is C1(=CC=CC=C1)C (toluene). Conditions: temperature 80 celsius. The product is COC(=O)C=1N(C2=NC(=CC=C2C(C1CC=1C=NC(=CC1)S(=O)(=O)C)=O)C)C1=CC=CC=C1 (3-(6-methanesulfonyl-pyridin-3-ylmethyl)-7-methyl-4-oxo-1-phenyl-1,4-dihydro[1,8]naphthyridine-2-carboxylic acid methyl ester). As a reaction SMILES: [CH3:1][C:2]1[N:7]=[C:6]([NH:8][C:9]2[CH:14]=[CH:13][CH:12]=[CH:11][CH:10]=2)[C:5]([C:15](=[O:28])[CH2:16][CH2:17][C:18]2[CH:19]=[N:20][C:21]([S:24]([CH3:27])(=[O:26])=[O:25])=[CH:22][CH:23]=2)=[CH:4][CH:3]=1.CC1N=C(NC2C=CC=CC=2)C([C:43](=[O:55])[CH2:44]CC2C=NC(S(C)=O)=CC=2)=CC=1.C1C[O:59][CH2:58]C1>C1(C)C=CC=CC=1>[CH3:58][O:59][C:43]([C:44]1[N:8]([C:9]2[CH:14]=[CH:13][CH:12]=[CH:11][CH:10]=2)[C:6]2[C:5]([C:15](=[O:28])[C:16]=1[CH2:17][C:18]1[CH:19]=[N:20][C:21]([S:24]([CH3:27])(=[O:26])=[O:25])=[CH:22][CH:23]=1)=[CH:4][CH:3]=[C:2]([CH3:1])[N:7]=2)=[O:55]. Procedure: A 2:1 mixture of 1-(6-methyl-2-phenylamino-pyridin-3-yl)-3-(6-methylsulfonyl-pyridin-3-yl)-propan-1-one and 1-(6-methyl-2-phenylamino-pyridin-3-yl)-3-(6-methylsulfinyl-pyridin-3-yl)-propan-1-one (0.22 g) was dissolved in THF (3 mL) and toluene (1.5 mL), and monomethyl oxalyl chloride (0.27 g) added. The mixture was heated to 80° C. for 2.5 h, concentrated to a semi-solid, taken up in MeOH, and K2CO3 (0.22 g) added. This mixture was heated to 80° C. for 15 min, then cooled to RT. The product was ... The reactants are ClC1=[N+](C=CC(=C1)C)[O-] (2-chloro-4-methyl-pyridine 1-oxide), P(=O)(Cl)(Cl)Cl (phosphorus oxychloride). Yields the product ClC1=NC(=CC(=C1)C)Cl (2,6-dichloro-4-methyl-pyridine). Yield: 43.0%. RXN SMILES: [Cl:1][C:2]1[CH:7]=[C:6]([CH3:8])[CH:5]=[CH:4][N+:3]=1[O-].P(Cl)(Cl)([Cl:12])=O>>[Cl:1][C:2]1[CH:7]=[C:6]([CH3:8])[CH:5]=[C:4]([Cl:12])[N:3]=1. Procedure details: A mixture of 2-chloro-4-methyl-pyridine 1-oxide (1.0 g, 7.0 mmol) and phosphorus oxychloride (10 mL) was heated at reflux for 4 h. The volatiles were evaporated and the residue dissolved in ethyl acetate. The solution was washed with ice-water followed by sodium bicarbonate solution. The organic phase was again washed with water, brine solution, dried over anhydrous sodium sulfate and concentrated to obtain a residue which was purified by column chromatography over silica gel (60-120 mesh) using... Starting materials: C(C)(C)(C)[S@](=O)N[C@@H](CCC)C1(SCCS1)C(=O)OCC (ethyl (S,SS)-2-[1-(tert-butylsulfinylamino)butyl]-1,3-dithiolane-2-carboxylate), C(C)O (ethanol), solution, CN (methylamine). Run at time 72 hour. Yields the product C(C)(C)(C)[S@](=O)N[C@@H](CCC)C1(SCCS1)C(=O)NC ((S,SS)-2-[1-(tert-butylsulfinylamino)butyl]-N-methyl-1,3-dithiolane-2-carboxamide). The yield is 98.0%. RXN SMILES: [C:1]([S@@:5]([NH:7][C@H:8]([C:12]1([C:17]([O:19]CC)=O)[S:16][CH2:15][CH2:14][S:13]1)[CH2:9][CH2:10][CH3:11])=[O:6])([CH3:4])([CH3:3])[CH3:2].[CH3:22][NH2:23].C(O)C>>[C:1]([S@@:5]([NH:7][C@H:8]([C:12]1([C:17]([NH:23][CH3:22])=[O:19])[S:16][CH2:15][CH2:14][S:13]1)[CH2:9][CH2:10][CH3:11])=[O:6])([CH3:4])([CH3:3])[CH3:2]. Procedure: A heavy-walled glass tube was charged with ethyl (S,SS)-2-[1-(tert-butylsulfinylamino)butyl]-1,3-dithiolane-2-carboxylate (0.50 g, 1.4 mmol) and a chilled 8.0 M solution of methylamine in ethanol (5 mL, 40 mmol). The mixture was allowed to warm to room temperature and was allowed to stand for 72 hours. Distillation of the solvent at reduced pressure afforded (S,SS)-2-[1-(tert-butylsulfinylamino)butyl]-N-methyl-1,3-dithiolane-2-carboxamide (0.47 g, 98%) as a viscous amber-colored oil.